From a dataset of the Open Reaction Database (ORD), a public repository of structured organic reaction records. describe an organic reaction: reactants, conditions, products, and yield Starting materials: CO, CC(C)=O, [Cl-], Cl, [NH4+], [Na+], [Na+], [OH-], OO, O=C([O-])O, CCCCC(C)CC(O)C=CC1C=CC(=O)C1=CCCCC=CC(=O)OC. The product is CCCCC(C)CC(O)C=CC1C=C(Cl)C(=O)C1=CCCCC=CC(=O)OC. As a reaction SMILES: [CH3:40][OH:41].[CH3:42][C:43](=[O:44])[CH3:45].[Cl-:32].[ClH:34].[NH4+:33].[Na+:31].[Na+:35].[OH-:30].[OH:1][OH:2].[OH:36][C:37](=[O:38])[O-:39].[OH:3][CH:4]([CH:5]=[CH:6][CH:7]1[CH:8]=[CH:9][C:10](=[O:22])[C:11]1=[CH:12][CH2:13][CH2:14][CH2:15][CH:16]=[CH:17][C:18](=[O:19])[O:20][CH3:21])[CH2:23][CH:24]([CH2:25][CH2:26][CH2:27][CH3:28])[CH3:29]>>[OH:3][CH:4]([CH:5]=[CH:6][CH:7]1[CH:8]=[C:9]([Cl:32])[C:10](=[O:22])[C:11]1=[CH:12][CH2:13][CH2:14][CH2:15][CH:16]=[CH:17][C:18](=[O:19])[O:20][CH3:21])[CH2:23][CH:24]([CH2:25][CH2:26][CH2:27][CH3:28])[CH3:29]. As a reaction SMILES: [ClH:1].[ClH:27].[NH2:2][n:3]1[c:4]([CH3:8])[n:5][cH:6][cH:7]1.[OH2:28].[OH:9][c:10]1[c:11]([C:23]([CH3:24])([CH3:25])[CH3:26])[cH:12][c:13]([C:14](=[O:15])[Cl:16])[cH:17][c:18]1[C:19]([CH3:20])([CH3:21])[CH3:22]>>[NH:2]([n:3]1[c:4]([CH3:8])[n:5][cH:6][cH:7]1)[C:14]([c:13]1[cH:12][c:11]([C:23]([CH3:24])([CH3:25])[CH3:26])[c:10]([OH:9])[c:18]([C:19]([CH3:20])([CH3:21])[CH3:22])[cH:17]1)=[O:15]. Starting materials: Cl, Cl, Cc1nccn1N, O, CC(C)(C)c1cc(C(=O)Cl)cc(C(C)(C)C)c1O. Yields the product Cc1nccn1NC(=O)c1cc(C(C)(C)C)c(O)c(C(C)(C)C)c1. The reactants are CC1(OC(=O)CC(=O)O1)C (Meldrum's acid), N1=CC=CC=C1 (pyridine), BrC(C(=O)Cl)CCCCCCCCCCCCCC (2-bromohexadecanoyl chloride). The solvent is ClCCCl (1,2-dichloroethane). Yields the product BrC(C(CC(=O)OC)=O)CCCCCCCCCCCCCC (methyl 4-bromo-3-oxooctadecanoate). Reaction SMILES: C[C:2]1(C)[O:9][C:7](=[O:8])[CH2:6][C:4](=[O:5])O1.N1C=CC=CC=1.[Br:17][CH:18]([CH2:22][CH2:23][CH2:24][CH2:25][CH2:26][CH2:27][CH2:28][CH2:29][CH2:30][CH2:31][CH2:32][CH2:33][CH2:34][CH3:35])C(Cl)=O>ClCCCl>[Br:17][CH:18]([CH2:22][CH2:23][CH2:24][CH2:25][CH2:26][CH2:27][CH2:28][CH2:29][CH2:30][CH2:31][CH2:32][CH2:33][CH2:34][CH3:35])[C:4](=[O:5])[CH2:6][C:7]([O:9][CH3:2])=[O:8]. Procedure: 1.8 mol of Meldrum's acid were mixed with 3.96 mol of pyridine in a round-bottomed flask containing 1,2-dichloroethane, placed at 0° C. under argon and with stirring. 1.98 mol of 2-bromohexadecanoyl chloride were then introduced slowly and the mixture was left stirring for 2 hours at 0° C. Starting materials: O=C([O-])[O-], COc1ccc(CCl)cc1, [K+], [K+], O=[N+]([O-])c1cccc2[nH]ncc12, CN(C)C=O, O. Product: COc1ccc(Cn2ncc3c([N+](=O)[O-])cccc32)cc1. As a reaction SMILES: [C:13](=[O:14])([O-:15])[O-:16].[CH3:19][O:20][c:21]1[cH:22][cH:23][c:24]([CH2:25][Cl:26])[cH:27][cH:28]1.[K+:17].[K+:18].[N+:1](=[O:2])([O-:3])[c:4]1[c:5]2[cH:6][n:7][nH:8][c:9]2[cH:10][cH:11][cH:12]1.[O:29]=[CH:30][N:31]([CH3:32])[CH3:33].[OH2:34]>>[N+:1](=[O:2])([O-:3])[c:4]1[c:5]2[cH:6][n:7][n:8]([CH2:25][c:24]3[cH:23][cH:22][c:21]([O:20][CH3:19])[cH:28][cH:27]3)[c:9]2[cH:10][cH:11][cH:12]1. Starting materials: C(C)(C)[N-]C(C)C.[Li+] (lithium diisopropylamide), C(C)(=O)O (acetic acid), [Si](C)(C)(C(C)(C)C)OC(/C=C/C1C2CCC(C2CC1)=O)C1CCCCC1 ((E)-2-(3-tert-Butyldimethylsilyloxy-3-cyclohexylprop-1-enyl)bicyclo[3,3,0]octan-6-one), COC(=O)CCCC=O (4-Methoxycarbonylbutanal), (±)-(E)-2β-(3α-tert-butyldimethylsilyloxy-3-cyclohexylprop-1-enyl)bicyclo[3,3,0]octan-6-one. The solvent is C(C)OCC (diethyl ether), C(C)OCC (diethyl ether), C(C)OCC (diethyl ether), O (Water), C(C)OCC (diethyl ether). Run at temperature -70 celsius. Product: [Si](C)(C)(C(C)(C)C)OC(/C=C/C1C2C\C(\C(C2CC1)=O)=C/CCCC(=O)OC)C1CCCCC1 ((E)-6-(3-tert-butyldimethylsilyloxy-3-cyclohexylprop-1-enyl)-3-[(E)-4-methoxycarbonylbutylidene]bicyclo[3,3,0]octan-2-one). Isolated yield 16.2%. Reaction SMILES: [Si:1]([O:8][CH:9]([CH:21]1[CH2:26][CH2:25][CH2:24][CH2:23][CH2:22]1)/[CH:10]=[CH:11]/[CH:12]1[CH2:19][CH2:18][CH:17]2[CH:13]1[CH2:14][CH2:15][C:16]2=[O:20])([C:4]([CH3:7])([CH3:6])[CH3:5])([CH3:3])[CH3:2].C([N-]C(C)C)(C)C.[Li+].[CH3:35][O:36][C:37]([CH2:39][CH2:40][CH2:41][CH:42]=O)=[O:38].C(O)(=O)C>C(OCC)C.O>[Si:1]([O:8][CH:9]([CH:21]1[CH2:26][CH2:25][CH2:24][CH2:23][CH2:22]1)/[CH:10]=[CH:11]/[CH:12]1[CH2:19][CH2:18][CH:17]2[CH:13]1[CH2:14]/[C:15](=[CH:42]\[CH2:41][CH2:40][CH2:39][C:37]([O:36][CH3:35])=[O:38])/[C:16]2=[O:20])([C:4]([CH3:7])([CH3:6])[CH3:5])([CH3:3])[CH3:2] |f:1.2|. Procedure details: (E)-2-(3-tert-Butyldimethylsilyloxy-3-cyclohexylprop-1-enyl)bicyclo[3,3,0]octan-6-one (57 mg), prepared as described in Reference Example 14 and in the form of (±)-(E)-2β-(3α-tert-butyldimethylsilyloxy-3-cyclohexylprop-1-enyl)bicyclo[3,3,0]octan-6-one, was dissolved in dry diethyl ether (0.6 ml). The solution was cooled to -70° C. under an atmosphere of argon and treated with a solution of lithium diisopropylamide in diethyl ether (0.132 ml; 1.3M) with stirring, and the mixture was stirred at -7... Starting materials: C1(=CC=CC=C1)N=C=O (Phenyl isocyanate), C[C@@]12CCN([C@@H]1N(C3=C2C=C(C=C3)O)C)C (Eseroline), C(CCC)[Li] (n-butyl lithium), hexanes, O (DI water). The solvent is C(OC)COC (dimethoxyethane), C(OC)COC (dimethoxyethane). Conditions: time 10 minute. Yields the product C[C@@]12CCN([C@@H]1N(C3=C2C=C(C=C3)OC(=O)NC=4C=CC=CC4)C)C (Phenserine). The yield is 96456.5%. Reaction SMILES: [CH3:1][C@:2]12[C:9]3[CH:10]=[C:11]([OH:14])[CH:12]=[CH:13][C:8]=3[N:7]([CH3:15])[C@H:6]1[N:5]([CH3:16])[CH2:4][CH2:3]2.C([Li])CCC.[C:22]1([N:28]=[C:29]=[O:30])[CH:27]=[CH:26][CH:25]=[CH:24][CH:23]=1.O>C(COC)OC>[CH3:1][C@:2]12[C:9]3[CH:10]=[C:11]([O:14][C:29]([NH:28][C:22]4[CH:23]=[CH:24][CH:25]=[CH:26][CH:27]=4)=[O:30])[CH:12]=[CH:13][C:8]=3[N:7]([CH3:15])[C@H:6]1[N:5]([CH3:16])[CH2:4][CH2:3]2. Reported procedure: Eseroline base (50 g, 0.229 mol) was dissolved in 400 mL anhydrous dimethoxyethane under an argon atmosphere. Catalytic amounts of 2.5 M n-butyl lithium in hexanes (6.4 mL, 16 mmol) were added within 1 minute and the solution stirred for 10 minutes. Phenyl isocyanate (27.269 g, 0.2286 mmol) was added over 32 minutes keeping the temperature between 20 and 23° C. The reaction solution was stirred at r.t. for 2 hours 20 minutes, then transferred to an addition funnel. The reaction solution was adde... Starting materials: C(C)(C)(C)OC([C@H](CNC(=O)C=1C=C2C(N(CC2=CC1)[C@@H](CC1=NC=CC=C1)C)=O)NS(=O)(=O)C1=CC=CC=C1)=O (3-Oxo-2-[1(R)-methyl-2(pyridin-2-yl)ethyl]-2,3-dihydro-1-H-isoindole-5-carbonyl-2(S)phenylsulfonylamino-β-alanine t-butyl ester), C(=O)(C(F)(F)F)O (TFA). Solvent: C(Cl)Cl (CH2Cl2). Product: O.C(=O)(C(F)(F)F)O (H2O TFA), CC#N.C(=O)(C(F)(F)F)O (CH3CN TFA), O=C1N(CC2=CC=C(C=C12)C(=O)NC[C@@H](C(=O)O)NS(=O)(=O)C1=CC=CC=C1)[C@@H](CC1=NC=CC=C1)C (3-Oxo-2-[1(R)-methyl-2(pyridin-2-yl)ethyl]-2,3-dihydro-1-H-isoindole-5-carbonyl-2(S)phenylsulfonylamino-β-alanine). RXN SMILES: C([O:5][C:6](=[O:41])[C@@H:7]([NH:31][S:32]([C:35]1[CH:40]=[CH:39][CH:38]=[CH:37][CH:36]=1)(=[O:34])=[O:33])[CH2:8][NH:9][C:10]([C:12]1[CH:13]=[C:14]2[C:18](=[CH:19][CH:20]=1)[CH2:17][N:16]([C@H:21]([CH3:29])[CH2:22][C:23]1[CH:28]=[CH:27][CH:26]=[CH:25][N:24]=1)[C:15]2=[O:30])=[O:11])(C)(C)C.[C:42]([OH:48])([C:44]([F:47])([F:46])[F:45])=[O:43]>C(Cl)Cl>[OH2:5].[C:42]([OH:48])([C:44]([F:47])([F:46])[F:45])=[O:43].[CH3:7][C:8]#[N:9].[C:42]([OH:48])([C:44]([F:47])([F:46])[F:45])=[O:43].[O:30]=[C:15]1[C:14]2[C:18](=[CH:19][CH:20]=[C:12]([C:10]([NH:9][CH2:8][C@H:7]([NH:31][S:32]([C:35]3[CH:40]=[CH:39][CH:38]=[CH:37][CH:36]=3)(=[O:34])=[O:33])[C:6]([OH:41])=[O:5])=[O:11])[CH:13]=2)[CH2:17][N:16]1[C@H:21]([CH3:29])[CH2:22][C:23]1[CH:28]=[CH:27][CH:26]=[CH:25][N:24]=1 |f:3.4,5.6|. Reported procedure: A CH2Cl2 solution (20 mL) of 7-7 (44 mg, 0.074 mmol) and TFA (4 mL) was stirred under ambient conditions for 5 h and then concentrated. The residue was azeotroped with toluene (3×25 mL) to give a solid which was purified by HPLC using a VYDAC C18 semiprep column with gradient elution [95:5 (99.9:0.1 H2O/TFA)/(99.9:0.1 CH3CN/TFA)→50:50 (99.9:1 H2O/TFA) (99.9:1 CH3CN/TFA) 60 min] to provide 7-8 as a colorless solid. Starting materials: Cl (hydrochloric acid), ClC(=O)OC (methyl chloroformate), NC1=C(CO)C(=CC=C1)C (2-amino-6-methylbenzyl alcohol), N1=CC=CC=C1 (pyridine). The solvent is C(Cl)Cl (methylene chloride), C(Cl)Cl (methylene chloride). Conditions: time 1 hour. The product is COC(=O)NC1=C(CO)C(=CC=C1)C (2-methoxycarbonylamino-6-methylbenzyl alcohol). The yield is 81.9%. Reaction SMILES: Cl[C:2]([O:4][CH3:5])=[O:3].[NH2:6][C:7]1[CH:14]=[CH:13][CH:12]=[C:11]([CH3:15])[C:8]=1[CH2:9][OH:10].N1C=CC=CC=1.Cl>C(Cl)Cl>[CH3:5][O:4][C:2]([NH:6][C:7]1[CH:14]=[CH:13][CH:12]=[C:11]([CH3:15])[C:8]=1[CH2:9][OH:10])=[O:3]. Reported procedure: A solution of methyl chloroformate (0.416 g) in methylene chloride (1 ml) was added dropwise to a solution of 2-amino-6-methylbenzyl alcohol (0.549 g) and pyridine (0.364 g) in methylene chloride (10 ml) with ice cooling. After being stirred for 1 hour, the mixture was poured into 1N hydrochloric acid and extracted with methylene chloride. The extract was washed with water, dried over magnesium sulfate, and evaporated in vacuo. The crystalline residue was washed with n-hexane and dried to give 2...